describe an organic reaction: reactants, conditions, products, and yield From a dataset of the Open Reaction Database (ORD), a public repository of structured organic reaction records. The reactants are O=C([O-])[O-], CCC(C)C(=O)OC1CC(C)C=C2C=CC(C)C(CCc3cccc(=O)[nH]3)C21, CI, [K+], [K+], CN(C)C=O. The product is CCC(C)C(=O)OC1CC(C)C=C2C=CC(C)C(CCc3cccc(=O)n3C)C21. As a reaction SMILES: [C:29](=[O:30])([O-:31])[O-:32].[CH3:1][CH:2]1[CH2:3][CH:4]([O:22][C:23]([CH:24]([CH2:25][CH3:26])[CH3:27])=[O:28])[CH:5]2[CH:6]([CH2:13][CH2:14][c:15]3[nH:16][c:17](=[O:21])[cH:18][cH:19][cH:20]3)[CH:7]([CH3:12])[CH:8]=[CH:9][C:10]2=[CH:11]1.[CH3:35][I:36].[K+:33].[K+:34].[O:37]=[CH:38][N:39]([CH3:40])[CH3:41]>>[CH3:1][CH:2]1[CH2:3][CH:4]([O:22][C:23]([CH:24]([CH2:25][CH3:26])[CH3:27])=[O:28])[CH:5]2[CH:6]([CH2:13][CH2:14][c:15]3[n:16]([CH3:29])[c:17](=[O:21])[cH:18][cH:19][cH:20]3)[CH:7]([CH3:12])[CH:8]=[CH:9][C:10]2=[CH:11]1.